Dataset: the Open Reaction Database (ORD), a public repository of structured organic reaction records. Task: describe an organic reaction: reactants, conditions, products, and yield Reactants: C(CC)N(C=1C=C(C(N2C(=CC=CC12)C1=C(C=C(C=C1C)C)C)=O)C=O)CCC (1-(dipropylamino)-6-mesityl-4-oxo-4H-quinolizine-3-carbaldehyde), C(CCC)[Li] (n-Butyllithium). Reagents/catalysts: [Br-].C[P+](C1=CC=CC=C1)(C1=CC=CC=C1)C1=CC=CC=C1 (Methyltriphenylphosphonium bromide). Run in O1CCCC1 (tetrahydrofuran), O1CCCC1 (tetrahydrofuran). Run at temperature 0 celsius, time 0.5 hour. Product: ethyl acetate hexanes, C(CC)N(C=1C=C(C(N2C(=CC=CC12)C1=C(C=C(C=C1C)C)C)=O)C=C)CCC (1-(Dipropylamino)-6-mesityl-3-vinyl-4H-quinolizin-4-one). Isolated yield 44.2%. As a reaction SMILES: [CH2:1]([Li])CCC.[CH2:6]([N:9]([CH2:32][CH2:33][CH3:34])[C:10]1[CH:11]=[C:12]([CH:30]=O)[C:13](=[O:29])[N:14]2[C:19]=1[CH:18]=[CH:17][CH:16]=[C:15]2[C:20]1[C:25]([CH3:26])=[CH:24][C:23]([CH3:27])=[CH:22][C:21]=1[CH3:28])[CH2:7][CH3:8]>[Br-].C[P+](C1C=CC=CC=1)(C1C=CC=CC=1)C1C=CC=CC=1.O1CCCC1>[CH2:32]([N:9]([CH2:6][CH2:7][CH3:8])[C:10]1[CH:11]=[C:12]([CH:30]=[CH2:1])[C:13](=[O:29])[N:14]2[C:19]=1[CH:18]=[CH:17][CH:16]=[C:15]2[C:20]1[C:21]([CH3:28])=[CH:22][C:23]([CH3:27])=[CH:24][C:25]=1[CH3:26])[CH2:33][CH3:34] |f:2.3|. Reported procedure: Methyltriphenylphosphonium bromide (0.46 g, 1.28 mmol) was suspended in tetrahydrofuran (10 mL). The solution was cooled to −78° C. n-Butyllithium (1.6M, 0.80 μL, 1.28 mmol) was added. After 0.5 h, the solution was warmed to 0° C. and stirred for an addition 0.5 h. The solution was cooled again to −78° C. and 1-(dipropylamino)-6-mesityl-4-oxo-4H-quinolizine-3-carbaldehyde (A) (0.050 g, 0.128 mmol) was added dropwise as a solution in tetrahydrofuran (0.5 mL). The reaction was warmed to −30° C. fo... Reactants: 4-carboxamide, [N+](=O)([O-])C1=CC=C(C=C1)S(=O)(=O)Cl (4-nitrobenzenesulfonyl chloride), OCC1CCNCC1 (4-hydroxymethylpiperidine), C1CCOC1 (THF), C(C)(C)N(CC)C(C)C (diisopropyethylamine). Product: [N+](=O)([O-])C1=CC=C(C=C1)S(=O)(=O)N1CCC(CC1)CO ([1-(4-Nitro-benzenesulfonyl)-piperidin-4-yl]-methanol). As a reaction SMILES: [N+:1]([C:4]1[CH:9]=[CH:8][C:7]([S:10](Cl)(=[O:12])=[O:11])=[CH:6][CH:5]=1)([O-:3])=[O:2].[OH:14][CH2:15][CH:16]1[CH2:21][CH2:20][NH:19][CH2:18][CH2:17]1.C1COCC1.C(N(C(C)C)CC)(C)C>>[N+:1]([C:4]1[CH:9]=[CH:8][C:7]([S:10]([N:19]2[CH2:20][CH2:21][CH:16]([CH2:15][OH:14])[CH2:17][CH2:18]2)(=[O:12])=[O:11])=[CH:6][CH:5]=1)([O-:3])=[O:2]. Procedure: Prepared in identical fashion to the 4-carboxamide analog by reacting 4-nitrobenzenesulfonyl chloride with 4-hydroxymethylpiperidine in THF containing 1 equivalent of diisopropyethylamine overnight at ambient temperature. Reactants: O.NN (hydrazine hydrate), C(C)(=O)O (acetic acid), C(CCC)OC1=CC=C(C=C1)C(CC(=O)C1=CC=C(C(=O)OC)C=C1)=O (methyl 4-[3-(4-butoxyphenyl)-3-oxopropanoyl]benzoate). Solvent: C(C)O (ethanol). Product: C(CCC)OC1=CC=C(C=C1)C1=NNC(=C1)C1=CC=C(C(=O)OC)C=C1 (Methyl 4-[3-(4-butoxyphenyl)-1H-pyrazol-5-yl]benzoate). Isolated yield 78.0%. As a reaction SMILES: [CH2:1]([O:5][C:6]1[CH:11]=[CH:10][C:9]([C:12](=O)[CH2:13][C:14]([C:16]2[CH:25]=[CH:24][C:19]([C:20]([O:22][CH3:23])=[O:21])=[CH:18][CH:17]=2)=O)=[CH:8][CH:7]=1)[CH2:2][CH2:3][CH3:4].O.[NH2:28][NH2:29].C(O)(=O)C>C(O)C>[CH2:1]([O:5][C:6]1[CH:11]=[CH:10][C:9]([C:12]2[CH:13]=[C:14]([C:16]3[CH:25]=[CH:24][C:19]([C:20]([O:22][CH3:23])=[O:21])=[CH:18][CH:17]=3)[NH:29][N:28]=2)=[CH:8][CH:7]=1)[CH2:2][CH2:3][CH3:4] |f:1.2|. Procedure details: 190 mg (0.54 mmol) methyl 4-[3-(4-butoxyphenyl)-3-oxopropanoyl]benzoate was dissolved in 10 mL ethanol and 0.5 mL hydrazine hydrate and 1 mL acetic acid were added. The mixture was refluxed for 1 h. Upon cooling, the product crystallized. To complete crystallisation, 5 mL water was added and the product was filtered off, washed with water and dried. A white crystalline material (150 mg, 0.42 mmol, 78%) was isolated and directly used for the next step. Product: COCC(=O)N[C@H]1CC[C@H](CC1)NC(=O)C1=CNC2=C1N=CN=C2C2=C(C=C(C=C2)F)OCC2CC2 (cis-4-(2-Cyclopropylmethoxy-4-fluoro-phenyl)-5H-pyrrolo[3,2-d]pyrimidine-7-carboxylic acid [4-(2-methoxy-acetylamino)-cyclohexyl]-amide). The reactants are N[C@H]1CC[C@H](CC1)NC(=O)C1=CNC2=C1N=CN=C2C2=C(C=C(C=C2)F)OCC2CC2 (cis-4-(2-Cyclopropylmethoxy-4-fluoro-phenyl)-5H-pyrrolo[3,2-d]pyrimidine-7-carboxylic acid (4-amino-cyclohexyl)-amide), COCC(=O)Cl (methoxy-acetyl chloride). Reported procedure: Starting from cis-4-(2-Cyclopropylmethoxy-4-fluoro-phenyl)-5H-pyrrolo[3,2-d]pyrimidine-7-carboxylic acid (4-amino-cyclohexyl)-amide (example A156) and methoxy-acetyl chloride the title compound is obtained as colorless solid. RXN SMILES: [NH2:1][C@@H:2]1[CH2:7][CH2:6][C@H:5]([NH:8][C:9]([C:11]2[C:15]3[N:16]=[CH:17][N:18]=[C:19]([C:20]4[CH:25]=[CH:24][C:23]([F:26])=[CH:22][C:21]=4[O:27][CH2:28][CH:29]4[CH2:31][CH2:30]4)[C:14]=3[NH:13][CH:12]=2)=[O:10])[CH2:4][CH2:3]1.[CH3:32][O:33][CH2:34][C:35](Cl)=[O:36]>>[CH3:32][O:33][CH2:34][C:35]([NH:1][C@@H:2]1[CH2:7][CH2:6][C@H:5]([NH:8][C:9]([C:11]2[C:15]3[N:16]=[CH:17][N:18]=[C:19]([C:20]4[CH:25]=[CH:24][C:23]([F:26])=[CH:22][C:21]=4[O:27][CH2:28][CH:29]4[CH2:30][CH2:31]4)[C:14]=3[NH:13][CH:12]=2)=[O:10])[CH2:4][CH2:3]1)=[O:36]. Reactants: CC(C)CC1CO1, C[Si](C)(C)[N-][Si](C)(C)C, [Li+], O=c1c([N+](=O)[O-])c(-c2ccncc2)nc2n1CCCN2, CN(C)C=O. Yields the product CC(C)CC(O)CN1CCCn2c1nc(-c1ccncc1)c([N+](=O)[O-])c2=O. RXN SMILES: [CH2:21]([CH:22]([CH3:23])[CH3:24])[CH:25]1[O:26][CH2:27]1.[CH3:29][Si:30]([N-:31][Si:32]([CH3:33])([CH3:34])[CH3:35])([CH3:36])[CH3:37].[Li+:28].[N+:1](=[O:2])([O-:3])[c:4]1[c:5](-[c:15]2[cH:16][cH:17][n:18][cH:19][cH:20]2)[n:6][c:7]2[n:8]([c:9]1=[O:10])[CH2:11][CH2:12][CH2:13][NH:14]2.[O:38]=[CH:39][N:40]([CH3:41])[CH3:42]>>[N+:1](=[O:2])([O-:3])[c:4]1[c:5](-[c:15]2[cH:16][cH:17][n:18][cH:19][cH:20]2)[n:6][c:7]2[n:8]([c:9]1=[O:10])[CH2:11][CH2:12][CH2:13][N:14]2[CH2:27][CH:25]([CH2:21][CH:22]([CH3:23])[CH3:24])[OH:26]. Reactants: CNc1ccc(C(=O)O)cc1, Cc1nc(Cl)c2ccccc2n1. The product is Cc1nc(N(C)c2ccc(C(=O)O)cc2)c2ccccc2n1. RXN SMILES: [CH3:13][NH:14][c:15]1[cH:16][cH:17][c:18]([C:19](=[O:20])[OH:21])[cH:22][cH:23]1.[Cl:1][c:2]1[n:3][c:4]([CH3:12])[n:5][c:6]2[cH:7][cH:8][cH:9][cH:10][c:11]12>>[c:2]1([N:14]([CH3:13])[c:15]2[cH:16][cH:17][c:18]([C:19](=[O:20])[OH:21])[cH:22][cH:23]2)[n:3][c:4]([CH3:12])[n:5][c:6]2[cH:7][cH:8][cH:9][cH:10][c:11]12. As a reaction SMILES: Cl.[CH:2]([NH:5][CH2:6][C:7]([C:9]1[CH:14]=[CH:13][C:12](O)=[C:11](O)[CH:10]=1)=[O:8])([CH3:4])[CH3:3].C(Cl)(=O)CCCCCCCCC=CCC=CCCCC>>[CH:2]([NH:5][CH2:6][C:7]([C:9]1[CH:14]=[CH:13][CH:12]=[CH:11][CH:10]=1)=[O:8])([CH3:4])[CH3:3] |f:0.1|. Procedure details: Following the procedure described above in Example 58A but using 3,4-dihydroxyphenyl isopropylaminomethyl ketone hydrochloride instead of 3,4-dihydroxyphenyl tert-butylaminomethyl ketone hydrochloride and 10,13-octadecadienoyl chloride instead of isovaleryl chloride, there is obtained 3-hydroxy-4-(10,13-octadec a dienoyloxy)phenyl isopropylaminomethyl ketone; and by interaction of this base with methanesulfonic acid there is obtained the methanesulfonate salt. When this methanesulfonate is reduc... The reactants are Cl.C(C)(C)NCC(=O)C1=CC(=C(C=C1)O)O (3,4-dihydroxyphenyl isopropylaminomethyl ketone hydrochloride), C(CCCCCCCCC=CCC=CCCCC)(=O)Cl (10,13-octadecadienoyl chloride). Product: C(C)(C)NCC(=O)C1=CC=CC=C1 (phenyl isopropylaminomethyl ketone). Starting materials: CC(Br)Br, O=C([O-])O, COC(=O)c1sc(-c2ccccc2)cc1N(C(=O)C1CCC(C)CC1)C1CCC(=O)CC1, ClCCl, [Na+], C1CCOC1, [Zn]. Yields the product C=C1CCC(N(C(=O)C2CCC(C)CC2)c2cc(-c3ccccc3)sc2C(=O)OC)CC1. RXN SMILES: [Br:1][CH:2]([Br:3])[CH3:4].[C:37](=[O:38])([OH:39])[O-:40].[CH3:5][O:6][C:7](=[O:8])[c:9]1[s:10][c:11](-[c:31]2[cH:32][cH:33][cH:34][cH:35][cH:36]2)[cH:12][c:13]1[N:14]([CH:15]1[CH2:16][CH2:17][C:18](=[O:21])[CH2:19][CH2:20]1)[C:22](=[O:23])[CH:24]1[CH2:25][CH2:26][CH:27]([CH3:30])[CH2:28][CH2:29]1.[Cl:47][CH2:48][Cl:49].[Na+:41].[O:42]1[CH2:43][CH2:44][CH2:45][CH2:46]1.[Zn:50]>>[CH2:2]=[C:18]1[CH2:17][CH2:16][CH:15]([N:14]([c:13]2[c:9]([C:7]([O:6][CH3:5])=[O:8])[s:10][c:11](-[c:31]3[cH:32][cH:33][cH:34][cH:35][cH:36]3)[cH:12]2)[C:22](=[O:23])[CH:24]2[CH2:25][CH2:26][CH:27]([CH3:30])[CH2:28][CH2:29]2)[CH2:20][CH2:19]1.